This data is from the Open Reaction Database (ORD), a public repository of structured organic reaction records. The task is: describe an organic reaction: reactants, conditions, products, and yield The reactants are C(C)OC(C1=CC=C(C=C1)C(C(=O)OCC)(F)F)=O (4-(2-ethoxy-1,1-difluoro-2-oxoethyl)benzoic acid ethyl ester), Cl (HCl), C(C)OC(C1=CC=C(C=C1)C(C(=O)OCC)(F)F)=O (4-(2-ethoxy-1,1-difluoro-2-oxoethyl)benzoic acid ethyl ester), C(=O)([O-])[O-].[K+].[K+] (K2CO3). Conditions: time 26 hour. Product: C(C)OC(C(F)(F)C1=CC=C(C(=O)O)C=C1)=O (4-(2-ethoxy-1,1-difluoro-2-oxoethyl)benzoic acid). As a reaction SMILES: C([O:3][C:4](=[O:19])[C:5]1[CH:10]=[CH:9][C:8]([C:11]([F:18])([F:17])[C:12]([O:14][CH2:15][CH3:16])=[O:13])=[CH:7][CH:6]=1)C.C([O-])([O-])=O.[K+].[K+].Cl>>[CH2:15]([O:14][C:12](=[O:13])[C:11]([C:8]1[CH:9]=[CH:10][C:5]([C:4]([OH:19])=[O:3])=[CH:6][CH:7]=1)([F:17])[F:18])[CH3:16] |f:1.2.3|. Reported procedure: According to the above-described scheme, 4-(2-ethoxy-1,1-difluoro-2-oxoethyl)benzoic acid ethyl ester (Compound 2d; 108.9 mg, 0.4 mmol) and 1N K2CO3 solution (1.5 mL) were put into an eggplant flask, and the mixture was stirred at room temperature for 26 hours. After the reaction, the reaction mixture was neutralized with 5% HCl solution, extracted with ethyl acetate and washed with water, and an organic layer was dried with anhydrous sodium sulfate. Ethyl acetate was distilled away under reduce... Reactants: CC=1C=CC(=CC1)S(=O)(=O)O (p-toluenesulfonate), C1(=CC=CC2=CC=CC=C12)C(COCCOS(=O)(=O)C1=CC=C(C=C1)C)O (1-(1-naphthyl)-2-[2-(p-toluenesulfonyloxy)ethoxy]ethanol), O1CCCC=C1 (3,4-dihydro-2H-pyran). The solvent is C(Cl)Cl (methylene chloride). Reaction conditions: time 10 minute. The product is C1(=CC=CC2=CC=CC=C12)C(COCCOS(=O)(=O)C1=CC=C(C=C1)C)OC1OCCCC1 (1(1-naphthyl)-1-(tetrahydropyran-2-yloxy)-2-[2-(p-toluenesulfonyloxy)ethoxy]ethane). RXN SMILES: CC1C=CC(S(O)(=O)=O)=CC=1.[C:12]1([CH:22]([OH:38])[CH2:23][O:24][CH2:25][CH2:26][O:27][S:28]([C:31]2[CH:36]=[CH:35][C:34]([CH3:37])=[CH:33][CH:32]=2)(=[O:30])=[O:29])[C:21]2[C:16](=[CH:17][CH:18]=[CH:19][CH:20]=2)[CH:15]=[CH:14][CH:13]=1.[O:39]1[CH:44]=[CH:43][CH2:42][CH2:41][CH2:40]1>C(Cl)Cl>[C:12]1([CH:22]([O:38][CH:40]2[CH2:41][CH2:42][CH2:43][CH2:44][O:39]2)[CH2:23][O:24][CH2:25][CH2:26][O:27][S:28]([C:31]2[CH:36]=[CH:35][C:34]([CH3:37])=[CH:33][CH:32]=2)(=[O:29])=[O:30])[C:21]2[C:16](=[CH:17][CH:18]=[CH:19][CH:20]=2)[CH:15]=[CH:14][CH:13]=1. Procedure details: 0.82 g of pyridimium p-toluenesulfonate was added to a solution of 6.3 g of 1-(1-naphthyl)-2-[2-(p-toluenesulfonyloxy)ethoxy]ethanol and 2.97 ml of 3,4-dihydro-2H-pyran dissolved in 63 ml of methylene chloride at room temperature. The resulting mixture was stirred at the same temperature for 20 minutes and further at 35°-40° C. for 10 minutes. The reaction mixture was cooled, washed with water, and dried over anhydrous magnesium sulfate. The solvent was removed by distillation under reduced pres...